Task: describe an organic reaction: reactants, conditions, products, and yield. Dataset: the Open Reaction Database (ORD), a public repository of structured organic reaction records Starting materials: C1(CCCCC1)P (cyclohexylphoshine), C(C=C)(=O)OC (methyl acrylate), N(=NC(C#N)(C)C)C(C#N)(C)C (azo-bis-isobutyronitrile), C(C)(=O)OC=C (vinyl acetate), N(=NC(C#N)(C)C)C(C#N)(C)C (azobis-isobutyronitrile). Run in C1=CC=CC=C1 (benzene). Conditions: time 2 hour. Product: C1(CCCCC1)P(CCC(=O)OC)CCOC(C)=O (cyclohexyl-2-acetoxyethyl-2-carbomethoxy ethylphosphine). RXN SMILES: [CH:1]1([PH2:7])[CH2:6][CH2:5][CH2:4][CH2:3][CH2:2]1.[C:8]([O:11][CH:12]=[CH2:13])(=[O:10])[CH3:9].N(C(C)(C)C#N)=NC(C)(C)C#N.[C:26]([O:30][CH3:31])(=[O:29])[CH:27]=[CH2:28]>C1C=CC=CC=1>[CH:1]1([P:7]([CH2:13][CH2:12][O:11][C:8](=[O:10])[CH3:9])[CH2:28][CH2:27][C:26]([O:30][CH3:31])=[O:29])[CH2:6][CH2:5][CH2:4][CH2:3][CH2:2]1. Reported procedure: A stirred solution of 23 g. (0.2 mol) of cyclohexylphoshine, 17 g. (0.2 mol) of vinyl acetate and 0.1 g. of azobis-isobutyronitrile in 100 ml. of benzene is prepared and irradiated with ultraviolet light as in Example 1. The temperature is maintained at 25°-30°C. The course of the reaction is followed by observation of the disappearance of the infrared absorption for the vinyl group at 1650 cm.-1After three hours this absorption has disappeared completely and the P-H absorption has shifted from ... Reactants: COC1=CC=C(CCl)C=C1 (4-methoxybenzylchlorine), N1CCNCC1 (piperazine). Yields the product Cl.Cl.COC1=CC=C(CN2CCNCC2)C=C1 (N-(4-methoxybenzyl) piperazine dihydrochloride). Yield: 75.0%. As a reaction SMILES: [CH3:1][O:2][C:3]1[CH:10]=[CH:9][C:6]([CH2:7][Cl:8])=[CH:5][CH:4]=1.[NH:11]1[CH2:16][CH2:15][NH:14][CH2:13][CH2:12]1>>[ClH:8].[ClH:8].[CH3:1][O:2][C:3]1[CH:10]=[CH:9][C:6]([CH2:7][N:11]2[CH2:16][CH2:15][NH:14][CH2:13][CH2:12]2)=[CH:5][CH:4]=1 |f:2.3.4|. Procedure: A mixture of 4-methoxybenzylchlorine and piperazine was treated according to the general preparation 1 to obtain N-(4-methoxybenzyl) piperazine dihydrochloride, yield 75%, mp. 250-252° C. The N1-(4-methoxybenzyl)-N4-phenacyl piperazine dihydrochloride (0.5 g, 1.23 mmol) could be preparated according to the general preparation 2, and then reduced according to the general preparation 3 to obtain 0.38 g of the title compound, yield 77.55%, mp 244-246° C.). The reactants are [BH4-], CCOC(=O)Cc1cccc(C=O)c1, Cc1ccc(CN)cc1, CO, [Na+], [Na+], O=C([O-])O, O. The product is CCOC(=O)Cc1cccc(CNCc2ccc(C)cc2)c1. RXN SMILES: [BH4-:24].[CH2:10]([CH3:11])[O:12][C:13]([CH2:14][c:15]1[cH:16][c:17]([CH:21]=[O:22])[cH:18][cH:19][cH:20]1)=[O:23].[CH3:1][c:2]1[cH:3][cH:4][c:5]([CH2:6][NH2:7])[cH:8][cH:9]1.[CH3:31][OH:32].[Na+:25].[Na+:30].[O-:26][C:27]([OH:28])=[O:29].[OH2:33]>>[CH3:1][c:2]1[cH:3][cH:4][c:5]([CH2:6][NH:7][CH2:21][c:17]2[cH:16][c:15]([CH2:14][C:13]([O:12][CH2:10][CH3:11])=[O:23])[cH:20][cH:19][cH:18]2)[cH:8][cH:9]1. Starting materials: C1CCOC1, CN, CN, C=Cn1cnc2c(Cl)ncnc21, Cl, O. Product: C=Cn1cnc2c(NC)ncnc21. As a reaction SMILES: [CH2:19]1[O:20][CH2:21][CH2:22][CH2:23]1.[CH3:13][NH2:14].[CH3:17][NH2:18].[Cl:1][c:2]1[c:3]2[n:4][cH:5][n:6]([CH:11]=[CH2:12])[c:7]2[n:8][cH:9][n:10]1.[ClH:16].[OH2:15]>>[c:2]1([NH:14][CH3:13])[c:3]2[n:4][cH:5][n:6]([CH:11]=[CH2:12])[c:7]2[n:8][cH:9][n:10]1. Product: CCCn1c(=O)c2nc(C(CC)c3ccc(OCC(=O)NCCN)cc3)[nH]c2n(CCC)c1=O. Starting materials: CCCn1c(=O)c2nc(C(CC)c3ccc(OCC(=O)O)cc3)[nH]c2n(CCC)c1=O, CCN=C=NCCCN(C)C, CN(C)C=O, CO, Cl, NCCN, O=C1CCC(=O)N1O. As a reaction SMILES: [CH2:1]([CH2:2][CH3:3])[n:4]1[c:5](=[O:31])[n:6]([CH2:28][CH2:29][CH3:30])[c:7]2[nH:8][c:9]([CH:14]([CH2:15][CH3:16])[c:17]3[cH:18][cH:19][c:20]([O:21][CH2:22][C:23](=[O:24])[OH:25])[cH:26][cH:27]3)[n:10][c:11]2[c:12]1=[O:13].[CH3:41][N:42]([CH3:43])[CH2:44][CH2:45][CH2:46][N:47]=[C:48]=[N:49][CH2:50][CH3:51].[CH3:56][N:57]([CH3:58])[CH:59]=[O:60].[CH3:61][OH:62].[ClH:40].[NH2:52][CH2:53][CH2:54][NH2:55].[OH:32][N:33]1[C:34](=[O:35])[CH2:36][CH2:37][C:38]1=[O:39]>>[CH2:1]([CH2:2][CH3:3])[n:4]1[c:5](=[O:31])[n:6]([CH2:28][CH2:29][CH3:30])[c:7]2[nH:8][c:9]([CH:14]([CH2:15][CH3:16])[c:17]3[cH:18][cH:19][c:20]([O:21][CH2:22][C:23](=[O:24])[NH:55][CH2:54][CH2:53][NH2:52])[cH:26][cH:27]3)[n:10][c:11]2[c:12]1=[O:13]. Reactants: CCCC(NC(=O)Cc1ccc(CCC(=O)OCC)c(OCC)c1)c1ccccc1N1CCCCC1, CO, ClC(Cl)Cl. The product is CCCC(NC(=O)Cc1ccc(CCC(=O)O)c(OCC)c1)c1ccccc1N1CCCCC1. As a reaction SMILES: [CH2:1]([CH3:2])[O:3][c:4]1[c:5]([CH2:30][CH2:31][C:32](=[O:33])[O:34][CH2:35][CH3:36])[cH:6][cH:7][c:8]([CH2:10][C:11](=[O:12])[NH:13][CH:14]([CH2:15][CH2:16][CH3:17])[c:18]2[c:19]([N:24]3[CH2:25][CH2:26][CH2:27][CH2:28][CH2:29]3)[cH:20][cH:21][cH:22][cH:23]2)[cH:9]1.[CH3:37][OH:38].[CH:39]([Cl:40])([Cl:41])[Cl:42]>>[CH2:1]([CH3:2])[O:3][c:4]1[c:5]([CH2:30][CH2:31][C:32](=[O:33])[OH:34])[cH:6][cH:7][c:8]([CH2:10][C:11](=[O:12])[NH:13][CH:14]([CH2:15][CH2:16][CH3:17])[c:18]2[c:19]([N:24]3[CH2:25][CH2:26][CH2:27][CH2:28][CH2:29]3)[cH:20][cH:21][cH:22][cH:23]2)[cH:9]1. Yields the product C1=CC=CC=2C3=CC=CC=C3C(C12)COC(N([C@H](CC1=CC2=CC=CC=C2C=C1)C(N([C@H](CC1=CC=CC=C1)C(=O)NNC)C)=O)C)=O (N-methyl-N-((1R)-1-(N-methyl-N-[(1R)-1-(N'-methylhydrazinocarbonyl)-2-phenylethyl]carbamoyl)-2-(2-naphthyl)ethyl)carbamic acid ((9H-fluoren-9-yl)methyl) ester). Solvent: C(Cl)Cl (methylene chloride), C(Cl)Cl (methylene chloride). As a reaction SMILES: C(O[C:6]([N:8](C)[NH:9][C:10](=[O:54])[C@H:11]([N:19]([C:21](=[O:53])[C@H:22]([N:34]([C:36]([O:38][CH2:39][CH:40]1[C:52]2[CH:51]=[CH:50][CH:49]=[CH:48][C:47]=2[C:46]2[C:41]1=[CH:42][CH:43]=[CH:44][CH:45]=2)=[O:37])[CH3:35])[CH2:23][C:24]1[CH:33]=[CH:32][C:31]2[C:26](=[CH:27][CH:28]=[CH:29][CH:30]=2)[CH:25]=1)[CH3:20])[CH2:12][C:13]1[CH:18]=[CH:17][CH:16]=[CH:15][CH:14]=1)=O)(C)(C)C.FC(F)(F)C(O)=O.C(=O)(O)[O-].[Na+]>C(Cl)Cl>[CH:42]1[C:41]2[CH:40]([CH2:39][O:38][C:36](=[O:37])[N:34]([CH3:35])[C@@H:22]([C:21](=[O:53])[N:19]([CH3:20])[C@@H:11]([C:10]([NH:9][NH:8][CH3:6])=[O:54])[CH2:12][C:13]3[CH:14]=[CH:15][CH:16]=[CH:17][CH:18]=3)[CH2:23][C:24]3[CH:33]=[CH:32][C:31]4[C:26](=[CH:27][CH:28]=[CH:29][CH:30]=4)[CH:25]=3)[C:52]3[C:47](=[CH:48][CH:49]=[CH:50][CH:51]=3)[C:46]=2[CH:45]=[CH:44][CH:43]=1 |f:2.3|. Reactants: C(C)(C)(C)OC(=O)N(NC([C@@H](CC1=CC=CC=C1)N(C)C([C@@H](CC1=CC2=CC=CC=C2C=C1)N(C)C(=O)OCC1C2=CC=CC=C2C=2C=CC=CC12)=O)=O)C (N'-[(2R)-2-(N-((2R)-2-[N-(((9H-fluoren-9-yl)methoxy)carbonyl)-N-methylamino]-3-(2-naphthyl)propionyl)-N-methylamino)-3-phenylpropionyl]-N-methylhydrazinecarboxylic acid tert-butyl ester), FC(C(=O)O)(F)F (trifluoroacetic acid), C([O-])(O)=O.[Na+] (sodium bicarbonate), C([O-])(O)=O.[Na+] (sodium bicarbonate). Reaction conditions: time 90 minute. Yield: 78.0%. Procedure: To a solution of N'-[(2R)-2-(N-((2R)-2-[N-(((9H-fluoren-9-yl)methoxy)carbonyl)-N-methylamino]-3-(2-naphthyl)propionyl)-N-methylamino)-3-phenylpropionyl]-N-methylhydrazinecarboxylic acid tert-butyl ester (0.27 g, 0.36 mmol) in methylene chloride (2 ml) at 0° C. was added trifluoroacetic acid (2 ml) and the mixture was stirred for 90 min. Then methylene chloride (50 ml) and saturated sodium bicarbonate (5 ml) was added and the mixture was titrated with solid sodium bicarbonate until pH=7. The wate...